The task is: describe an organic reaction: reactants, conditions, products, and yield. This data is from the Open Reaction Database (ORD), a public repository of structured organic reaction records. Starting materials: [OH-].[K+] (potassium hydroxide), O (water), Cl (hydrochloric acid), C(CCCCC)C1=CC=C(C=C1)C=1SC(=NN1)C1=CC2=CC=C(C=C2C=C1)OC(C)=O (2-(4-hexylphenyl)-5-(6-acetoxynaphthalene-2-yl)-1,3,4-thiadiazole). Run in C(C)O (ethanol). Conditions: time 10 minute. Product: C(CCCCC)C1=CC=C(C=C1)C=1SC(=NN1)C1=CC2=CC=C(C=C2C=C1)O (2-(4-hexylphenyl)-5-(6-hydroxynaphthalene-2-yl)-1,3,4-thiadiazole). Yield: 87.9%. As a reaction SMILES: [OH-].[K+].[CH2:3]([C:9]1[CH:14]=[CH:13][C:12]([C:15]2[S:16][C:17]([C:20]3[CH:29]=[CH:28][C:27]4[C:22](=[CH:23][CH:24]=[C:25]([O:30]C(=O)C)[CH:26]=4)[CH:21]=3)=[N:18][N:19]=2)=[CH:11][CH:10]=1)[CH2:4][CH2:5][CH2:6][CH2:7][CH3:8].O.Cl>C(O)C>[CH2:3]([C:9]1[CH:14]=[CH:13][C:12]([C:15]2[S:16][C:17]([C:20]3[CH:29]=[CH:28][C:27]4[C:22](=[CH:23][CH:24]=[C:25]([OH:30])[CH:26]=4)[CH:21]=3)=[N:18][N:19]=2)=[CH:11][CH:10]=1)[CH2:4][CH2:5][CH2:6][CH2:7][CH3:8] |f:0.1|. Procedure: 0.62 g (9.39 mM) of potassium hydroxide was dissolved in 30 ml of ethanol at 60°-65° C. To the solution, 1.50 g (3.48 mM) of 2-(4-hexylphenyl)-5-(6-acetoxynaphthalene-2-yl)-1,3,4-thiadiazole was added, followed by stirring for 10 minutes at 60°-65° C. The reaction mixture was poured into 100 ml of iced water and 0.83 ml of concentrated hydrochloric acid was added thereto to precipitate a crystal. The crystal was recovered by filtration and washed with water, followed by recrystallization from ac... Product: Cc1ccc(N2C(=O)CN3C(=O)CCC32)cc1. RXN SMILES: [C:11](=[O:12])([O-:13])[O-:14].[CH3:28][N:29]([CH3:30])[CH:31]=[O:32].[Cu:25]([I:26])[I:27].[I:17][c:18]1[cH:19][cH:20][c:21]([CH3:24])[cH:22][cH:23]1.[K+:15].[K+:16].[NH:1]1[CH:2]2[N:3]([CH2:4][C:5]1=[O:6])[C:7](=[O:10])[CH2:8][CH2:9]2>>[N:1]1([c:18]2[cH:19][cH:20][c:21]([CH3:24])[cH:22][cH:23]2)[CH:2]2[N:3]([CH2:4][C:5]1=[O:6])[C:7](=[O:10])[CH2:8][CH2:9]2. Starting materials: O=C([O-])[O-], CN(C)C=O, I[Cu]I, Cc1ccc(I)cc1, [K+], [K+], O=C1CN2C(=O)CCC2N1. Starting materials: BrCCBr (1,2-dibromoethane), CCCCCC.C(CCC)[Li] (n-butyl lithium hexane), C1CCOC1 (THF), C1=CC=CC=2OC3=C(C21)C=CC=C3 (dibenzofuran). Run in O (Water). Yields the product BrC1=CC=CC=2OC3=C(C21)C=CC=C3 (Bromodibenzofuran). RXN SMILES: CCCCCC.C([Li])CCC.C1COCC1.[CH:17]1[C:25]2[C:24]3[CH:26]=[CH:27][CH:28]=[CH:29][C:23]=3[O:22][C:21]=2[CH:20]=[CH:19][CH:18]=1.[Br:30]CCBr>O>[Br:30][C:17]1[C:25]2[C:24]3[CH:26]=[CH:27][CH:28]=[CH:29][C:23]=3[O:22][C:21]=2[CH:20]=[CH:19][CH:18]=1 |f:0.1|. Procedure details: Under nitrogen current at −78° C., an n-butyl lithium hexane solution (1.6M, 69 ml) is dropped to a THF solution (175 ml) containing 16.82 g of dibenzofuran, and the temperature of the mixture is raised to room temperature over 80 minutes. The obtained solution is again cooled to −78° C., 19.0 ml of 1,2-dibromoethane is added to the solution, and the temperature of the solution is raised to room temperature over 120 minutes. Water is added to the obtained reaction solution to stop the reaction. ... Starting materials: FC(OC1=CC=C(C=C1)I)(F)F (4-(trifluoromethoxy)-iodobenzene), PdCl2(Ph3P)2, cuprous iodide, N1C=CC2=CC=C(C=C12)CC(=O)NCC#C (2-(1H-indol-6-yl)-N-prop-2-ynyl-acetamide). The product is N1C=CC2=CC=C(C=C12)CC(=O)NCC#CC1=CC=C(C=C1)OC(F)(F)F (2-(1H-Indol-6-yl)-N-[3-(4-trifluoromethoxy-phenyl)-prop-2-ynyl]-acetamide). As a reaction SMILES: [NH:1]1[C:9]2[C:4](=[CH:5][CH:6]=[C:7]([CH2:10][C:11]([NH:13][CH2:14][C:15]#[CH:16])=[O:12])[CH:8]=2)[CH:3]=[CH:2]1.[F:17][C:18]([F:28])([F:27])[O:19][C:20]1[CH:25]=[CH:24][C:23](I)=[CH:22][CH:21]=1>>[NH:1]1[C:9]2[C:4](=[CH:5][CH:6]=[C:7]([CH2:10][C:11]([NH:13][CH2:14][C:15]#[C:16][C:23]3[CH:22]=[CH:21][C:20]([O:19][C:18]([F:17])([F:27])[F:28])=[CH:25][CH:24]=3)=[O:12])[CH:8]=2)[CH:3]=[CH:2]1. Procedure details: In analogy to the procedure described for example 8 a], 2-(1H-indol-6-yl)-N-prop-2-ynyl-acetamide was reacted with 4-(trifluoromethoxy)-iodobenzene in the presence of PdCl2(Ph3P)2 and cuprous iodide to give the title compound as colorless crystals. Starting materials: ClC1=CC(=CC=C1)C(=O)OO (m-chloroperbenzoic acid), C(C)(=O)N1CCCC=2C3=C(CCC12)C=CC=C3Cl (4-acetyl-10-chloro-1,2,3,4,5,6-hexahydrobenzo[f]quinoline), C(Cl)(Cl)Cl (chloroform), C(Cl)(Cl)Cl (chloroform), [I-].[K+] (potassium iodide), S(=S)(=O)([O-])[O-].[Na+].[Na+] (sodium thiosulfate). Solvent: O (water). Conditions: time 4 hour. The product is C(C)(=O)N1C(CCC2=C(C(CCC1)=O)C(=CC=C2)Cl)=O (4-acetyl-9-chloro-1,2,4,5,6,7-hexahydro-4-benzazecine-3,8-dione). RXN SMILES: Cl[C:2]1[CH:7]=[CH:6][CH:5]=[C:4]([C:8]([O:10]O)=O)[CH:3]=1.[C:12]([N:15]1C2CCC3C=CC=C(Cl)[C:20]=3[C:19]=2[CH2:18][CH2:17][CH2:16]1)(=[O:14])[CH3:13].[I-].[K+].S([O-])([O-])(=[O:34])=S.[Na+].[Na+].[CH:39]([Cl:42])(Cl)Cl>O>[C:12]([N:15]1[CH2:16][CH2:17][CH2:18][C:19](=[O:34])[C:20]2[C:39]([Cl:42])=[CH:3][CH:2]=[CH:7][C:6]=2[CH2:5][CH2:4][C:8]1=[O:10])(=[O:14])[CH3:13] |f:2.3,4.5.6|. Reported procedure: 16.0 g of 85 percent m-chloroperbenzoic acid in 205 ml of chloroform are added at 0° to 5° to a solution of 8.50 g of 4-acetyl-10-chloro-1,2,3,4,5,6-hexahydrobenzo[f]quinoline in 205 ml of chloroform. After stirring at room temperature for 4 hours, the mixture is treated with 4 g of potassium iodide and 70 ml of water and with sodium thiosulfate until decolorization occurs. The chloroform phase is washed with 70 ml of 2N sodium hydroxide solution and twice with 170 ml of water and evaporated in ... The reactants are CCCC(=O)OCC1CC(c2ccc(Br)cn2)=NO1, CO, Cl, [Na+], [OH-]. The product is OCC1CC(c2ccc(Br)cn2)=NO1. As a reaction SMILES: [C:1](=[O:2])([CH2:3][CH2:4][CH3:5])[O:6][CH2:7][CH:8]1[CH2:9][C:10]([c:13]2[n:14][cH:15][c:16]([Br:19])[cH:17][cH:18]2)=[N:11][O:12]1.[CH3:23][OH:24].[ClH:22].[Na+:21].[OH-:20]>>[OH:6][CH2:7][CH:8]1[CH2:9][C:10]([c:13]2[n:14][cH:15][c:16]([Br:19])[cH:17][cH:18]2)=[N:11][O:12]1. Reactants: CCOCC (ether), NC1=C(C(=NN1C1=C(C=C(C=C1Cl)C(F)(F)F)Cl)C#N)I (5-amino-3-cyano-1-(2,6-dichloro-4-trifluoromethylphenyl)-4-iodopyrazole), C(O)([O-])=O.[Na+] (sodium hydrogen carbonate), ClC1=CC=C(C=C1)B(O)O (4-chlorophenylboronic acid). Reagents/catalysts: C=1C=CC(=CC1)[P](C=2C=CC=CC2)(C=3C=CC=CC3)[Pd]([P](C=4C=CC=CC4)(C=5C=CC=CC5)C=6C=CC=CC6)([P](C=7C=CC=CC7)(C=8C=CC=CC8)C=9C=CC=CC9)[P](C=1C=CC=CC1)(C=1C=CC=CC1)C=1C=CC=CC1 (tetrakis(triphenylphosphine)palladium(0)). Solvent: O (water), C1(=CC=CC=C1)C (toluene), C(C)O (ethanol). Run at time 8 hour. The product is NC1=C(C(=NN1C1=C(C=C(C=C1Cl)C(F)(F)F)Cl)C#N)C1=CC=C(C=C1)Cl (5-Amino-4-(4-chlorophenyl)-3-cyano-1-(2,6-dichloro-4-trifluoromethylphenyl)pyrazole). As a reaction SMILES: [NH2:1][C:2]1[N:6]([C:7]2[C:12]([Cl:13])=[CH:11][C:10]([C:14]([F:17])([F:16])[F:15])=[CH:9][C:8]=2[Cl:18])[N:5]=[C:4]([C:19]#[N:20])[C:3]=1I.C(=O)([O-])O.[Na+].[Cl:27][C:28]1[CH:33]=[CH:32][C:31](B(O)O)=[CH:30][CH:29]=1.CCOCC>C1(C)C=CC=CC=1.C(O)C.C1C=CC([P]([Pd]([P](C2C=CC=CC=2)(C2C=CC=CC=2)C2C=CC=CC=2)([P](C2C=CC=CC=2)(C2C=CC=CC=2)C2C=CC=CC=2)[P](C2C=CC=CC=2)(C2C=CC=CC=2)C2C=CC=CC=2)(C2C=CC=CC=2)C2C=CC=CC=2)=CC=1.O>[NH2:1][C:2]1[N:6]([C:7]2[C:12]([Cl:13])=[CH:11][C:10]([C:14]([F:17])([F:16])[F:15])=[CH:9][C:8]=2[Cl:18])[N:5]=[C:4]([C:19]#[N:20])[C:3]=1[C:31]1[CH:32]=[CH:33][C:28]([Cl:27])=[CH:29][CH:30]=1 |f:1.2,^1:55,57,76,95|. Reported procedure: To a rapidly stirred solution of 5-amino-3-cyano-1-(2,6-dichloro-4-trifluoromethylphenyl)-4-iodopyrazole (0.25 g) in toluene (2 ml) containing tetrakis(triphenylphosphine)palladium(0) (0.02 g) was added saturated aqueous sodium hydrogen carbonate solution (1 ml) and a solution of 4-chlorophenylboronic acid (0.20 g) in ethanol (1 ml). The mixture was heated under reflux for 3 hours, then left at room temperature overnight and then poured into ether (25 ml) and water (25 ml). The organic layer was... Reactants: CCOC(=O)C(Cc1ccc(O)c([N+](=O)[O-])c1)NC(=O)OC(C)(C)C, CO, [Cl-], [NH4+], O, [Zn]. Product: CCOC(=O)C(Cc1ccc(O)c(N)c1)NC(=O)OC(C)(C)C. Reaction SMILES: [CH2:1]([CH3:2])[O:3][C:4]([CH:5]([CH2:6][c:7]1[cH:8][c:9]([N+:14]([O-:15])=[O:16])[c:10]([OH:13])[cH:11][cH:12]1)[NH:17][C:18](=[O:19])[O:20][C:21]([CH3:22])([CH3:23])[CH3:24])=[O:25].[CH3:28][OH:29].[Cl-:26].[NH4+:27].[OH2:30].[Zn:31]>>[CH2:1]([CH3:2])[O:3][C:4]([CH:5]([CH2:6][c:7]1[cH:8][c:9]([NH2:14])[c:10]([OH:13])[cH:11][cH:12]1)[NH:17][C:18](=[O:19])[O:20][C:21]([CH3:22])([CH3:23])[CH3:24])=[O:25]. RXN SMILES: [Br:15][CH2:16][CH2:17][Cl:18].[C:19](=[O:20])([O-:21])[O-:22].[CH3:1][C:2]1([CH3:14])[O:3][B:4]([c:9]2[cH:10][n:11][nH:12][cH:13]2)[O:5][C:6]1([CH3:7])[CH3:8].[CH3:25][C:26]#[N:27].[Cs+:23].[Cs+:24].[OH2:28]>>[CH3:1][C:2]1([CH3:14])[O:3][B:4]([c:9]2[cH:10][n:11][n:12]([CH2:16][CH2:17][Cl:18])[cH:13]2)[O:5][C:6]1([CH3:7])[CH3:8]. Starting materials: ClCCBr, O=C([O-])[O-], CC1(C)OB(c2cn[nH]c2)OC1(C)C, CC#N, [Cs+], [Cs+], O. Product: CC1(C)OB(c2cnn(CCCl)c2)OC1(C)C.